This data is from the Open Reaction Database (ORD), a public repository of structured organic reaction records. The task is: describe an organic reaction: reactants, conditions, products, and yield Starting materials: ClC=1C2=C(N=CN1)NC(C[C@H]2C(F)(F)F)=O ((R)-4-chloro-5-(trifluoromethyl)-5,6-dihydropyrido[2,3-d]pyrimidin-7(8H)-one), Cl.Cl.N1CCC(CC1)C=1N(C=C(N1)CC(F)(F)F)CCO (2-(2-(piperidin-4-yl)-4-(2,2,2-trifluoroethyl)-1H-imidazol-1-yl)ethanol dihydrochloride), CN1C(CCC1)=O (N-methylpyrrolidinone), C(C)(C)N(CC)C(C)C (diisopropylethylamine). The solvent is C([O-])(O)=O.[Na+] (sodium bicarbonate). Reaction conditions: temperature 150 celsius. The product is OCCN1C(=NC(=C1)CC(F)(F)F)C1CCN(CC1)C=1C2=C(N=CN1)NC(C[C@H]2C(F)(F)F)=O ((R)-4-(4-(1-(2-hydroxyethyl)-4-(2,2,2-trifluoroethyl)-1H-imidazol-2-yl)piperidin-1-yl)-5-(trifluoromethyl)-5,6-dihydropyrido[2,3-d]pyrimidin-7(8H)-one). Isolated yield 67.9%. Reaction SMILES: Cl[C:2]1[C:3]2[C@H:11]([C:12]([F:15])([F:14])[F:13])[CH2:10][C:9](=[O:16])[NH:8][C:4]=2[N:5]=[CH:6][N:7]=1.Cl.Cl.[NH:19]1[CH2:24][CH2:23][CH:22]([C:25]2[N:26]([CH2:35][CH2:36][OH:37])[CH:27]=[C:28]([CH2:30][C:31]([F:34])([F:33])[F:32])[N:29]=2)[CH2:21][CH2:20]1.CN1CCCC1=O.C(N(C(C)C)CC)(C)C>C(=O)(O)[O-].[Na+]>[OH:37][CH2:36][CH2:35][N:26]1[CH:27]=[C:28]([CH2:30][C:31]([F:32])([F:34])[F:33])[N:29]=[C:25]1[CH:22]1[CH2:21][CH2:20][N:19]([C:2]2[C:3]3[C@H:11]([C:12]([F:15])([F:14])[F:13])[CH2:10][C:9](=[O:16])[NH:8][C:4]=3[N:5]=[CH:6][N:7]=2)[CH2:24][CH2:23]1 |f:1.2.3,6.7|. Procedure details: Add (R)-4-chloro-5-(trifluoromethyl)-5,6-dihydropyrido[2,3-d]pyrimidin-7(8H)-one (0.70 g, 2.78 mmol), 2-(2-(piperidin-4-yl)-4-(2,2,2-trifluoroethyl)-1H-imidazol-1-yl)ethanol dihydrochloride (1.17 g, 1.2 eq), N-methylpyrrolidinone (10 mL) and diisopropylethylamine (2.20 mL, 5.7 eq) in a microwave tube. Seal with crimp cap. Heat in a microwave reactor at 150° C. for one hour. Dilute the reaction mixture with saturated aqueous sodium bicarbonate and extract with ethyl acetate. Dry the organics over... Reaction SMILES: [CH3:31][N:32]([CH3:33])[CH:34]=[O:35].[CH:16]1([N:17]=[C:18]=[N:19][CH:20]2[CH2:21][CH2:22][CH2:23][CH2:24][CH2:25]2)[CH2:26][CH2:27][CH2:28][CH2:29][CH2:30]1.[Cl:36][Cu:37][Cl:38].[ClH:1].[NH:2]([C:3](=[NH:4])[NH2:5])[CH2:6][CH2:7][CH2:8][CH2:9][CH:10]([CH2:11][C:12](=[O:13])[NH2:14])[OH:15]>>[ClH:1].[NH:2]([C:3](=[NH:4])[NH2:5])[CH2:6][CH2:7][CH2:8][CH2:9][CH:10]=[CH:11][C:12](=[O:13])[NH2:14]. Product: Cl, N=C(N)NCCCCC=CC(N)=O. Reactants: CN(C)C=O, C(=NC1CCCCC1)=NC1CCCCC1, Cl[Cu]Cl, Cl, N=C(N)NCCCCC(O)CC(N)=O. The reactants are NC(=O)N (urea), C=O (formaldehyde). The product is NC(=O)N (urea), C=O (formaldehyde), C=O.NC(=O)N (urea formaldehyde). Reaction SMILES: [NH2:1][C:2]([NH2:4])=[O:3].[CH2:5]=[O:6]>>[NH2:1][C:2]([NH2:4])=[O:3].[CH2:5]=[O:6].[CH2:2]=[O:3].[NH2:1][C:2]([NH2:4])=[O:3] |f:4.5|. Procedure: A second type of hardening compound of urea and formaldehyde which reacts well with gelatin glue is disclosed. The reaction product of urea and formaldehyde via the condensation product pathways yields a urea formaldehyde (UF) Resin which reacts with the gelatin glue as illustrated by the above described pathway. To prepare this type of compound, a mixture of urea and formaldehyde in a ratio of 1:1.7 to 1:2.4 at a pH of 8-10 is heated at approximately 80° C.-100° C. for 30 to 45 minutes. The pH ... Starting materials: CO, COc1ccc2c(Nc3c(Cl)cncc3Cl)cc(=O)[nH]c2c1OCC1CC1, Cl. Product: COc1ccc2c(Nc3c(Cl)cncc3Cl)cc(=O)[nH]c2c1O. RXN SMILES: [CH3:29][OH:30].[CH:2]1([CH2:3][O:6][c:7]2[c:8]([O:27][CH3:28])[cH:9][cH:10][c:11]3[c:12]([NH:18][c:19]4[c:20]([Cl:26])[cH:21][n:22][cH:23][c:24]4[Cl:25])[cH:13][c:14](=[O:17])[nH:15][c:16]23)[CH2:4][CH2:5]1.[ClH:1]>>[OH:6][c:7]1[c:8]([O:27][CH3:28])[cH:9][cH:10][c:11]2[c:12]([NH:18][c:19]3[c:20]([Cl:26])[cH:21][n:22][cH:23][c:24]3[Cl:25])[cH:13][c:14](=[O:17])[nH:15][c:16]12. Starting materials: C1CNCCN1, Cc1ccccc1, [NH4+], [OH-], O=C1Nc2ccccc2Oc2ccccc21. Yields the product c1ccc2c(c1)N=C(N1CCNCC1)c1ccccc1O2. As a reaction SMILES: [CH2:17]1[CH2:18][NH:19][CH2:20][CH2:21][NH:22]1.[CH3:25][c:26]1[cH:27][cH:28][cH:29][cH:30][cH:31]1.[NH4+:23].[OH-:24].[cH:1]1[cH:2][cH:3][cH:4][c:5]2[c:6]1[C:7](=[O:16])[NH:8][c:9]1[c:10]([cH:12][cH:13][cH:14][cH:15]1)[O:11]2>>[cH:1]1[cH:2][cH:3][cH:4][c:5]2[c:6]1[C:7]([N:19]1[CH2:18][CH2:17][NH:22][CH2:21][CH2:20]1)=[N:8][c:9]1[c:10]([cH:12][cH:13][cH:14][cH:15]1)[O:11]2.